Dataset: the Open Reaction Database (ORD), a public repository of structured organic reaction records. Task: describe an organic reaction: reactants, conditions, products, and yield Reactants: CS(=O)(=O)c1ncc(C#Cc2ccccc2)cn1, OCC1CC(O)C1. The product is OC1CC(COc2ncc(C#Cc3ccccc3)cn2)C1. As a reaction SMILES: [CH3:1][S:2](=[O:3])(=[O:4])[c:5]1[n:6][cH:7][c:8]([C:11]#[C:12][c:13]2[cH:14][cH:15][cH:16][cH:17][cH:18]2)[cH:9][n:10]1.[OH:19][CH2:20][CH:21]1[CH2:22][CH:23]([OH:25])[CH2:24]1>>[c:5]1([O:19][CH2:20][CH:21]2[CH2:22][CH:23]([OH:25])[CH2:24]2)[n:6][cH:7][c:8]([C:11]#[C:12][c:13]2[cH:14][cH:15][cH:16][cH:17][cH:18]2)[cH:9][n:10]1. The reactants are [BH4-].[Na+] (sodium borohydride), C(#N)C1=CC(=C(C(=O)OC)C=C1)F (methyl 4-cyano-2-fluorobenzoate), Cl (hydrochloric acid). The solvent is CO (methanol). Yields the product FC=1C=C(C#N)C=CC1CO (3-Fluoro-4-(hydroxymethyl)benzonitrile). As a reaction SMILES: [C:1]([C:3]1[CH:12]=[CH:11][C:6]([C:7](OC)=[O:8])=[C:5]([F:13])[CH:4]=1)#[N:2].[BH4-].[Na+].Cl>CO>[F:13][C:5]1[CH:4]=[C:3]([CH:12]=[CH:11][C:6]=1[CH2:7][OH:8])[C:1]#[N:2] |f:1.2|. Procedure: 16.10 g (89.9 mmol) of methyl 4-cyano-2-fluorobenzoate are dissolved in 150 ml of methanol. Then 3.40 g (89.9 mmol) of sodium borohydride are added in portions. After the reaction has taken place (TLC check), the mixture is adjusted to pH 3 with dilute hydrochloric acid and extracted several times with dichloromethane. The combined organic phases are washed with saturated sodium chloride solution and dried with magnesium sulfate. The solvent is then removed in vacuo, and the residue is purified ... Reactants: FC(COCCl)(C(F)(F)F)F (Chloromethyl 2,2,3,3,3-pentafluoropropyl ether), [OH-].[Na+] (sodium hydroxide), teflon, bromine trifluoride, 3A. Conditions: temperature -5 celsius. Product: FC(COCF)(C(F)(F)F)F (Fluoromehtyl 2,2,3,3,3-pentafluoropropyl ether). Reaction SMILES: [F:1][C:2]([F:11])([C:7]([F:10])([F:9])[F:8])[CH2:3][O:4][CH2:5]Cl.Br(F)(F)[F:13].[OH-].[Na+]>>[F:1][C:2]([F:11])([C:7]([F:10])([F:9])[F:8])[CH2:3][O:4][CH2:5][F:13] |f:2.3|. Reported procedure: The ether XXVII was refractionated to obtain a sample (56.8 g, 0.286 mole) of <99% purity by GLC. This sample was cooled to -5°C and stirred in a teflon bottle as bromine trifluoride (15.6 g, 0.114 mole) was added dropwise. The product was stirred with ice and dilute sodium hydroxide solution to remove halogens and acids, separated, washed with distilled water, freeze-dried at -20°C and then dried at 0°C over type 3A molecular sieve. The V so obtained was 99.0% by GLC; micro b760 62.2°C; d42 1.4...